This data is from the Open Reaction Database (ORD), a public repository of structured organic reaction records. The task is: describe an organic reaction: reactants, conditions, products, and yield Reaction conditions: temperature 25 celsius. The product is BrC(C(=O)OC)CC1=C(C(=CC=C1)Cl)Cl (methyl 2-bromo-3-(2,3-dichlorophenyl)propionate). Starting materials: ClC1=C(N)C=CC=C1Cl (2,3-Dichloroaniline), Br (hydrobromic acid), N(=O)[O-].[Na+] (sodium nitrite), C(C=C)(=O)OC (Methyl acrylate), cuprous bromide. As a reaction SMILES: [Cl:1][C:2]1[C:8]([Cl:9])=[CH:7][CH:6]=[CH:5][C:3]=1N.N([O-])=O.[Na+].[C:14]([O:18][CH3:19])(=[O:17])[CH:15]=[CH2:16].[BrH:20]>CC(C)=O.O>[Br:20][CH:15]([CH2:16][C:3]1[CH:5]=[CH:6][CH:7]=[C:8]([Cl:9])[C:2]=1[Cl:1])[C:14]([O:18][CH3:19])=[O:17] |f:1.2|. Solvent: O (water), CC(=O)C (acetone), O (water). Procedure: 8.1 g of 2,3-Dichloroaniline (0.05 mole) in acetone (100 ml.) and concentrated hydrobromic acid (16 ml.) was stirred at -5° C. and treated with a solution of 4.2 g. of sodium nitrite (0.06 mole) in water (10 ml.). Methyl acrylate (0.5 mole) (43 g.) and cuprous bromide (100 mg.) were then added at 0° C. The reaction temperature was kept below 15° C. until nitrogen evolution ceased and then stirred at 25° C. for thirty minutes. The reaction mixture was poured into water and extracted with benzene ... As a reaction SMILES: [CH2:19]([OH:20])[CH3:21].[CH2:1]([O:2][C:3](=[O:4])[c:6]1[nH:7][c:8]2[c:9]([CH3:16])[cH:10][c:11]([Br:15])[cH:12][c:13]2[cH:14]1)[CH3:5].[K+:18].[OH-:17].[OH2:22]>>[cH:6]1[nH:7][c:8]2[c:9]([CH3:16])[cH:10][c:11]([Br:15])[cH:12][c:13]2[cH:14]1. The reactants are CCO, CCOC(=O)c1cc2cc(Br)cc(C)c2[nH]1, [K+], [OH-], O. Product: Cc1cc(Br)cc2cc[nH]c12. Product: Cc1ccc(NS(=O)(=O)c2ccc(F)cc2)c(C(=O)O)c1. Starting materials: O=S(=O)(Cl)c1ccc(F)cc1, Cc1ccc(N)c(C(=O)O)c1, [Na+], [Na+], O=C([O-])[O-], O. As a reaction SMILES: [F:12][c:13]1[cH:14][cH:15][c:16]([S:19](=[O:20])(=[O:21])[Cl:22])[cH:17][cH:18]1.[NH2:1][c:2]1[c:3]([C:4](=[O:5])[OH:6])[cH:7][c:8]([CH3:11])[cH:9][cH:10]1.[Na+:23].[Na+:24].[O-:25][C:26](=[O:27])[O-:28].[OH2:29]>>[NH:1]([c:2]1[c:3]([C:4](=[O:5])[OH:6])[cH:7][c:8]([CH3:11])[cH:9][cH:10]1)[S:19]([c:16]1[cH:15][cH:14][c:13]([F:12])[cH:18][cH:17]1)(=[O:20])=[O:21]. Reactants: S1C(=CC=C1)C#N (2-thiophenecarbonitrile), Cl (hydrogen chloride), C(C)O (ethanol). Yields the product Cl.S1C(=CC=C1)C(OCC)=N (Ethyl 2-thiophenecarboximidate hydrochloride), target compound. Yield: 37.0%. As a reaction SMILES: [S:1]1[CH:5]=[CH:4][CH:3]=[C:2]1[C:6]#[N:7].[ClH:8].[CH2:9]([OH:11])[CH3:10]>>[ClH:8].[S:1]1[CH:5]=[CH:4][CH:3]=[C:2]1[C:6](=[NH:7])[O:11][CH2:9][CH3:10] |f:3.4|. Procedure details: Ethyl 2-thiophenecarboximidate hydrochloride was synthesized in the same manner as in Reference Example 2. That is, 2-thiophenecarbonitrile (25.2 g, 0.231 mol) was treated with hydrogen chloride in ethanol (250 mL) to give 16.3 g (37%) of the target compound as colorless crystals. Reactants: COC(=O)CCn1cnc2c(Cl)ncnc21, [Na+], C1COCCO1, [OH-], O. The product is O=C(O)CCn1cnc2c(Cl)ncnc21. As a reaction SMILES: [Cl:1][c:2]1[c:3]2[n:4][cH:5][n:6]([CH2:11][CH2:12][C:13](=[O:14])[O:15][CH3:16])[c:7]2[n:8][cH:9][n:10]1.[Na+:18].[O:19]1[CH2:20][CH2:21][O:22][CH2:23][CH2:24]1.[OH-:17].[OH2:25]>>[Cl:1][c:2]1[c:3]2[n:4][cH:5][n:6]([CH2:11][CH2:12][C:13](=[O:14])[OH:15])[c:7]2[n:8][cH:9][n:10]1.